From a dataset of the Open Reaction Database (ORD), a public repository of structured organic reaction records. describe an organic reaction: reactants, conditions, products, and yield Starting materials: O1CCCC1 (tetrahydrofuran), ClC=1C=CC2=C([C@H](O[C@@H](C(N2CC(C)(C)C)=O)CC(=O)O)C2=C(C=CC=C2)Cl)C1 ((3R,5S)-7-Chloro-5-(2-chlorophenyl)-1-neopentyl-2-oxo-1,2,3,5-tetrahydro-4,1-benzoxazepine-3-acetic acid), [H-].[Li+].[Al+3].[H-].[H-].[H-] (aluminum lithium hydride). Run in O (water). The product is ClC=1C=CC2=C([C@H](O[C@@H](CN2CC(C)(C)C)CCO)C2=C(C=CC=C2)Cl)C1 ((3R,5S)-7-Chloro-5-(2-chlorophenyl)-3-(2-hydroxyethyl)-1-neopentyl-1,2,3,5-tetrahydro-4,1-benzoxazepine). Isolated yield 88.2%. RXN SMILES: O1CCCC1.[Cl:6][C:7]1[CH:8]=[CH:9][C:10]2[N:16]([CH2:17][C:18]([CH3:21])([CH3:20])[CH3:19])[C:15](=O)[C@@H:14]([CH2:23][C:24](O)=[O:25])[O:13][C@H:12]([C:27]3[CH:32]=[CH:31][CH:30]=[CH:29][C:28]=3[Cl:33])[C:11]=2[CH:34]=1.[H-].[Li+].[Al+3].[H-].[H-].[H-]>O>[Cl:6][C:7]1[CH:8]=[CH:9][C:10]2[N:16]([CH2:17][C:18]([CH3:20])([CH3:21])[CH3:19])[CH2:15][C@@H:14]([CH2:23][CH2:24][OH:25])[O:13][C@H:12]([C:27]3[CH:32]=[CH:31][CH:30]=[CH:29][C:28]=3[Cl:33])[C:11]=2[CH:34]=1 |f:2.3.4.5.6.7|. Procedure: To tetrahydrofuran (20 ml) were added (3R,5S)-7-Chloro-5-(2-chlorophenyl)-1-neopentyl-2-oxo-1,2,3,5-tetrahydro-4,1-benzoxazepine-3-acetic acid (2 g) and aluminum lithium hydride (0.4 g). The mixture was heated for 6 hours under reflux, to which was added water. Insolubles were then filtered off. The filtrate was concentrated, which was purified by means of a silica gel column chromatography (hexane:acetic acid ethyl ester=2:1 v/v as an eluent) to give 1.65 g of non-crystalline solid matter. Reactants: CC(C)(C)[O-].[K+] (t-BuOK), OC1=C2CCCC(C2=CC=C1)=O (5-hydroxy-3,4-dihydro-2H-naphthalen-1-one). Run in C(C)OCC (diethylether), CCOCC (Et2O). Conditions: time 15 minute. The product is C=C1C=2C=CC=C(C2CCC1)O (5-methylene-5,6,7,8-tetrahydro-naphthalen-1-ol). RXN SMILES: [CH3:1][C:2]([O-:5])(C)[CH3:3].[K+].O[C:8]1[CH:17]=[CH:16]C=[C:14]2[C:9]=1[CH2:10][CH2:11][CH2:12]C2=O>CCOCC>[CH2:14]=[C:9]1[CH2:10][CH2:11][CH2:12][C:3]2[C:2]([OH:5])=[CH:1][CH:16]=[CH:17][C:8]1=2 |f:0.1|. Procedure details: To a suspension of CH3PPh3I (897 mg, 2.22 mmol) in Et2O (10 mL) was added t-BuOK (249 mg, 2.22 mmol). The mixture was stirred for 15 minutes, to which was added dropwise 5-hydroxy-3,4-dihydro-2H-naphthalen-1-one (300 mg, 1.85 mmol). The mixture was stirred at room temperature overnight, diluted with diethylether, and then filtered through a celite pad. The filtrate was concentrated under reduced pressure. The crude residue was purified by short column chromatography and was concentrated under re... Starting materials: [H-].[Na+] (NaH), N1N=CC=C1 (pyrazole), BrC=1C=NNC1 (4-bromo-pyrazole), C(C)(C)(C)OC(=O)N1CCC(CC1)OS(=O)(=O)C (4-Methanesulfonyloxy-piperidine-1-carboxylic acid tert-butyl ester). The solvent is CN(C)C=O (DMF), O (water). Run at temperature 0 celsius, time 1 hour. Product: C(C)(C)(C)OC(=O)N1CCC(CC1)N1N=CC(=C1)Br (4-(4-bromo-pyrazol-1-yl)-piperidine-1-carboxylic acid tert-butyl ester). As a reaction SMILES: [Br:1][C:2]1[CH:3]=[N:4][NH:5][CH:6]=1.[H-].[Na+].[C:9]([O:13][C:14]([N:16]1[CH2:21][CH2:20][CH:19](OS(C)(=O)=O)[CH2:18][CH2:17]1)=[O:15])([CH3:12])([CH3:11])[CH3:10].N1C=CC=N1>CN(C=O)C.O>[C:9]([O:13][C:14]([N:16]1[CH2:21][CH2:20][CH:19]([N:4]2[CH:3]=[C:2]([Br:1])[CH:6]=[N:5]2)[CH2:18][CH2:17]1)=[O:15])([CH3:12])([CH3:10])[CH3:11] |f:1.2|. Procedure details: To a stirred solution of 4-bromo-pyrazole (10.44 g, 71.03 mmol) in anhydrous DMF (96 mL), cooled to 0° C., was slowly added NaH (60% in mineral oil) (3.13 g, 78.133 mmol). The solution was stirred for 1 hour at 0° C. 4-Methanesulfonyloxy-piperidine-1-carboxylic acid tert-butyl ester (19.82 g, 71.03 mmol) was added slowly and the reaction was heated to 100° C. overnight or until consumption of the pyrazole by NMR. The reaction was cooled to room temperature and water added (20 mL) followed by ext... The reactants are CC(=O)OCCON=C1Oc2ccccc2C1=NO, CN(C)C=O, Cl, [Na+], [OH-]. The product is OCCON=C1Oc2ccccc2C1=NO. Reaction SMILES: [C:1](=[O:2])([CH3:3])[O:4][CH2:5][CH2:6][O:7][N:8]=[C:9]1[O:10][c:11]2[c:12]([cH:16][cH:17][cH:18][cH:19]2)[C:13]1=[N:14][OH:15].[CH3:23][N:24]([CH3:25])[CH:26]=[O:27].[ClH:22].[Na+:21].[OH-:20]>>[OH:4][CH2:5][CH2:6][O:7][N:8]=[C:9]1[O:10][c:11]2[c:12]([cH:16][cH:17][cH:18][cH:19]2)[C:13]1=[N:14][OH:15]. The reactants are N(N)C1=CC(N(C(N1CC(C)C)=O)C)=O (6-hydrazino-1-isobutyl-3-methylpyrimidine-2,4(1H,3H)-dione), ClC=1C=C2C(=CNC2=CC1)C=O (5-chloro-1H-indole-3-carbaldehyde), C(C)(=O)C=1C=C(N(C1)C)C=O (4-acetyl-1-methyl-1H-pyrrole-2-carbaldehyde), C(C)(=O)C=1C=C(N(C1)C)C=1N(N=C2N(C(N(C(C21)=O)C)=O)CC(C)C)CC2=CNC1=CC=C(C=C21)Cl (3-(4-acetyl-1-methyl-1H-pyrrol-2-yl)-2-[(5-chloro-1H-indol-3-yl)methyl]-7-isobutyl-5-methyl-2H-pyrazolo[3,4-d]pyrimidine-4,6(5H,7H)-dione), C[Si](C)(C)N=C=N[Si](C)(C)C (bis(trimethylsilyl)carbodiimide). The reagents and catalysts are Cl[Ti](Cl)(Cl)Cl (TiCl4). The solvent is ClCCl (dichloromethane). Run at time 4 hour. Product: ClC=1C=C2C(=CNC2=CC1)CN1N=C2N(C(N(C(C2=C1C1=CC(=CN1C)C(C)=NC#N)=O)C)=O)CC(C)C (1-(5-{2-[(5-chloro-1H-indol-3-yl)methyl]-7-isobutyl-5-methyl-4,6-dioxo-4,5,6,7-tetrahydro-2H-pyrazolo[3,4-d]pyrimidin-3-yl}-1-methyl-1H-pyrrol-3-yl)ethylidenecyanamide). Reaction SMILES: [NH:1]([C:3]1[N:8](CC(C)C)C(=O)N(C)C(=O)C=1)N.ClC1C=C2C(=CC=1)NC=C2C=O.C(C1C=C(C=O)N(C)C=1)(=O)C.[C:39]([C:42]1[CH:43]=[C:44]([C:48]2[N:49]([CH2:64][C:65]3[C:73]4[C:68](=[CH:69][CH:70]=[C:71]([Cl:74])[CH:72]=4)[NH:67][CH:66]=3)[N:50]=[C:51]3[C:56]=2[C:55](=[O:57])[N:54]([CH3:58])[C:53](=[O:59])[N:52]3[CH2:60][CH:61]([CH3:63])[CH3:62])[N:45]([CH3:47])[CH:46]=1)(=O)[CH3:40].C[Si](N=C=N[Si](C)(C)C)(C)C>ClCCl.Cl[Ti](Cl)(Cl)Cl>[Cl:74][C:71]1[CH:72]=[C:73]2[C:68](=[CH:69][CH:70]=1)[NH:67][CH:66]=[C:65]2[CH2:64][N:49]1[C:48]([C:44]2[N:45]([CH3:47])[CH:46]=[C:42]([C:39](=[N:8][C:3]#[N:1])[CH3:40])[CH:43]=2)=[C:56]2[C:51]([N:52]([CH2:60][CH:61]([CH3:62])[CH3:63])[C:53](=[O:59])[N:54]([CH3:58])[C:55]2=[O:57])=[N:50]1. Reported procedure: This compound was made in two steps following the procedure described above, starting with 6-hydrazino-1-isobutyl-3-methylpyrimidine-2,4(1H,3H)-dione, and condensing first 5-chloro-1H-indole-3-carbaldehyde, followed by 4-acetyl-1-methyl-1H-pyrrole-2-carbaldehyde. The isolated 3-(4-acetyl-1-methyl-1H-pyrrol-2-yl)-2-[(5-chloro-1H-indol-3-yl)methyl]-7-isobutyl-5-methyl-2H-pyrazolo[3,4-d]pyrimidine-4,6(5H,7H)-dione was treated with a cold solution of bis(trimethylsilyl)carbodiimide and TiCl4 at 0° C...